This data is from the Open Reaction Database (ORD), a public repository of structured organic reaction records. The task is: describe an organic reaction: reactants, conditions, products, and yield The reactants are ice water, IC1=COC2=CC=CC=C2C1=O (3-iodochromone), N1N=CC=C1 (pyrazole), C([O-])([O-])=O.[K+].[K+] (potassium carbonate). The solvent is CN(C=O)C (dimethylformamide). Yields the product N1N=C(C=C1)C=1OC2=CC=CC=C2C(C1)=O (2-pyrazolylchromone). The yield is 70.8%. RXN SMILES: I[C:2]1[C:11](=[O:12])[C:10]2[C:5](=[CH:6][CH:7]=[CH:8][CH:9]=2)[O:4][CH:3]=1.[NH:13]1[CH:17]=[CH:16][CH:15]=[N:14]1.C(=O)([O-])[O-].[K+].[K+]>CN(C)C=O>[NH:13]1[CH:17]=[CH:16][C:15]([C:3]2[O:4][C:5]3[C:10]([C:11](=[O:12])[CH:2]=2)=[CH:9][CH:8]=[CH:7][CH:6]=3)=[N:14]1 |f:2.3.4|. Procedure: To an eggplant type flask (20 ml), 3-iodochromone (136 mg) prepared in Example 1, pyrazole (136 mg), potassium carbonate (1382 mg), and dimethylformamide (15 ml) were added and the mixture was reacted at 80° C. for 20 hours with stirring. The reaction mixture was added to ice water and extracted with chloroform. The organic layer was separated, dried over anhydrous sodium sulfate, and concentrated under reduced pressure. The residue was purifiedby the silica gel column chromatography, and the pu... Reactants: N1C(CCC1)=O (2-pyrrolidone), BrCCC1=CC=CC=C1 (2-bromoethylbenzene), [H-].[Na+] (sodium hydride). Run in CN(C=O)C (N,N-dimethylformamide). Yields the product C1(=CC=CC=C1)C(C)N1C(CCC1)=O (1-Phenylethyl-2-pyrrolidone). Reaction SMILES: [NH:1]1[CH2:5][CH2:4][CH2:3][C:2]1=[O:6].Br[CH2:8][CH2:9][C:10]1[CH:15]=[CH:14][CH:13]=[CH:12][CH:11]=1.[H-].[Na+]>CN(C)C=O>[C:10]1([CH:9]([N:1]2[CH2:5][CH2:4][CH2:3][C:2]2=[O:6])[CH3:8])[CH:15]=[CH:14][CH:13]=[CH:12][CH:11]=1 |f:2.3|. Procedure details: 1-Phenylethyl-2-pyrrolidone is prepared from 2-pyrrolidone and 2-bromoethylbenzene in N,N-dimethylformamide in the presence of sodium hydride (M. Matsukawa et al. NeuroToxicology 2004, 25, 293-302).